This data is from the Open Reaction Database (ORD), a public repository of structured organic reaction records. The task is: describe an organic reaction: reactants, conditions, products, and yield The reactants are BrCc1ccccc1, CO, [K+], [OH-], O=c1[nH]ccc2c(O)cccc12. The product is O=c1[nH]ccc2c(OCc3ccccc3)cccc12. RXN SMILES: [Br:15][CH2:16][c:17]1[cH:18][cH:19][cH:20][cH:21][cH:22]1.[CH3:23][OH:24].[K+:14].[OH-:13].[OH:1][c:2]1[c:3]2[cH:4][cH:5][nH:6][c:7](=[O:12])[c:8]2[cH:9][cH:10][cH:11]1>>[O:1]([c:2]1[c:3]2[cH:4][cH:5][nH:6][c:7](=[O:12])[c:8]2[cH:9][cH:10][cH:11]1)[CH2:16][c:17]1[cH:18][cH:19][cH:20][cH:21][cH:22]1. The reactants are CN(C)C=O (DMF), [H-].[K+] (potassium hydride), CNC1=CC=C(C=C1)SC=1C=C(C=CC1)Br (3-(N-methyl-p-aminobenzenethioxy)bromobenzene), C(C=C)Br (allyl bromide). The solvent is C1CCOC1 (THF), C1CCOC1 (THF). Product: C(C=C)N(C1=CC=C(C=C1)SC=1C=C(C=CC1)Br)C (3-(N-allyl-N-methyl-p-aminobenzenethioxy)bromobenzene). The yield is 75.0%. As a reaction SMILES: [H-].[K+].[CH3:3][NH:4][C:5]1[CH:10]=[CH:9][C:8]([S:11][C:12]2[CH:13]=[C:14]([Br:18])[CH:15]=[CH:16][CH:17]=2)=[CH:7][CH:6]=1.[CH2:19](Br)[CH:20]=C.[CH3:23]N(C=O)C>C1COCC1>[CH2:3]([N:4]([CH3:23])[C:5]1[CH:6]=[CH:7][C:8]([S:11][C:12]2[CH:13]=[C:14]([Br:18])[CH:15]=[CH:16][CH:17]=2)=[CH:9][CH:10]=1)[CH:19]=[CH2:20] |f:0.1|. Procedure details: A flask was charged with potassium hydride (0.3 g, 35% oil dispersion, 2.62 mmol) and dry THF (1.5 mL) under a stream of nitrogen. A solution of 3-(N-methyl-p-aminobenzenethioxy)bromobenzene (0.50 g, 1.71 mmol), prepared as in step 4, in dry THF was added via syringe. When gas evolution ceased, allyl bromide (0.38 mL, 4.27 mmol, passed through a neutral alumina pad before addition) was added in a single portion, followed by dry DMF (3.4 mL). After 15 min the reaction was quenched with isopropano...